From a dataset of the Open Reaction Database (ORD), a public repository of structured organic reaction records. describe an organic reaction: reactants, conditions, products, and yield The reactants are FC1=C(C=C(C=C1)S(=O)(=O)CCC)C#C[Si](C)(C)C ({[2-Fluoro-5-(propylsulfonyl)phenyl]ethynyl}trimethyl silane), C(#C)C1=CC(=CC=C1)S(=O)(=O)CCC (1-ethynyl-3-(propane-1-sulfonyl)-benzene), C(#C)C1=CC(=CC=C1)S(=O)(=O)CCC (1-ethynyl-3-(propane-1-sulfonyl)-benzene), C(C)(C)(C)OC(COC1=C(C=C(C=C1)F)Br)=O (tert-butyl(2-bromo-4-fluorophenoxy)acetate), C(C)(C)(C)OC(COC1=C(C=C(C=C1)F)Br)=O (tert-butyl(2-bromo-4-fluorophenoxy)acetate). The product is C(C)(C)(C)OC(COC1=C(C=C(C=C1)F)C#CC1=CC(=CC=C1)S(=O)(=O)CCC)=O (tert-butyl(4-fluoro-2-{[3-(propylsulfonyl)phenyl]ethynyl}phenoxy)acetate). Reaction SMILES: F[C:2]1[CH:7]=[CH:6][C:5]([S:8]([CH2:11][CH2:12][CH3:13])(=[O:10])=[O:9])=[CH:4][C:3]=1[C:14]#[C:15][Si](C)(C)C.[C:20]([O:24][C:25](=[O:36])[CH2:26][O:27][C:28]1[CH:33]=[CH:32][C:31]([F:34])=[CH:30][C:29]=1Br)([CH3:23])([CH3:22])[CH3:21].C(C1C=CC=C(S(CCC)(=O)=O)C=1)#C>>[C:20]([O:24][C:25](=[O:36])[CH2:26][O:27][C:28]1[CH:33]=[CH:32][C:31]([F:34])=[CH:30][C:29]=1[C:15]#[C:14][C:3]1[CH:2]=[CH:7][CH:6]=[C:5]([S:8]([CH2:11][CH2:12][CH3:13])(=[O:10])=[O:9])[CH:4]=1)([CH3:23])([CH3:21])[CH3:22]. Procedure: Following the general method as outlined in Intermediate 107, starting from tert-butyl(2-bromo-4-fluorophenoxy)acetate (Intermediate 119) and 1-ethynyl-3-(propane-1-sulfonyl)-benzene (Intermediate 42), the title compound was obtained as a yellow sticky solid after purification by flash column chromatography (silica), eluting with cyclohexane containing increasing amounts of EtOAc. Starting materials: Cl (HCl), O1CCOCC1 (dioxane), C(=O)(O)[O-].[Na+] (NaHCO3), Cl.Cl.ClC1=CC=C(C=C1)[C@H](C(=O)N1CCN(CC1)C=1C2=C(N=CN1)[C@@H](C[C@H]2C)O)[C@H]2NCCC2 ((S)-2-(4-chlorophenyl)-1-(4-((5R,7R)-7-hydroxy-5-methyl-6,7-dihydro-5H-cyclopenta[d]pyrimidin-4-yl)piperazin-1-yl)-2-((S)-pyrrolidin-2-yl)ethanone di-hydrochloride), C=O (formaldehyde), C(=O)O (formic acid). Run in O (water). Reaction conditions: time 30 minute. Yields the product ClC1=CC=C(C=C1)[C@H](C(=O)N1CCN(CC1)C=1C2=C(N=CN1)[C@@H](C[C@H]2C)O)[C@H]2N(CCC2)C ((S)-2-(4-chlorophenyl)-1-(4-((5R,7R)-7-hydroxy-5-methyl-6,7-dihydro-5H-cyclopenta[d]pyrimidin-4-yl)piperazin-1-yl)-2-((S)-1-methylpyrrolidin-2-yl)ethanone). RXN SMILES: Cl.Cl.[Cl:3][C:4]1[CH:9]=[CH:8][C:7]([C@@H:10]([C@@H:30]2[CH2:34][CH2:33][CH2:32][NH:31]2)[C:11]([N:13]2[CH2:18][CH2:17][N:16]([C:19]3[C:20]4[C@H:27]([CH3:28])[CH2:26][C@@H:25]([OH:29])[C:21]=4[N:22]=[CH:23][N:24]=3)[CH2:15][CH2:14]2)=[O:12])=[CH:6][CH:5]=1.C=O.[CH:37](O)=O.C([O-])(O)=O.[Na+].Cl.O1CCOCC1>O>[Cl:3][C:4]1[CH:9]=[CH:8][C:7]([C@@H:10]([C@@H:30]2[CH2:34][CH2:33][CH2:32][N:31]2[CH3:37])[C:11]([N:13]2[CH2:14][CH2:15][N:16]([C:19]3[C:20]4[C@H:27]([CH3:28])[CH2:26][C@@H:25]([OH:29])[C:21]=4[N:22]=[CH:23][N:24]=3)[CH2:17][CH2:18]2)=[O:12])=[CH:6][CH:5]=1 |f:0.1.2,5.6|. Procedure details: (S)-2-(4-chlorophenyl)-1-(4-((5R,7R)-7-hydroxy-5-methyl-6,7-dihydro-5H-cyclopenta[d]pyrimidin-4-yl)piperazin-1-yl)-2-((S)-pyrrolidin-2-yl)ethanone di-hydrochloride (0.213 g, 0.4027 mmol) was treated with 37% aqueous formaldehyde (0.1109 mL, 4.027 mmol), formic acid (0.1519 mL, 4.027 mmol) and water (400 uL). The mixture was heated to reflux for 6 hours. After cooling, the reaction was neutralized with saturated NaHCO3 and then extracted with methylene chloride. The aqueous was extracted with met... Reactants: C(C1CO1)OC1=CC=CC=C1 (Phenyl glycidyl ether), O (water), NCCCNC1=C2C=NNC2=CC=C1 (4-(3-aminopropylamino)-indazole), CN(C=O)C (dimethylformamide). Product: C(C1=CC=CC=C1)(=O)OC(COC1=CC=CC=C1)CNCCCNC1=C2C=NNC2=CC=C1 (1-Phenoxy-3-[3-(indazol-4-ylamino)-propylamino]-propan-2-ol benzoate). RXN SMILES: [CH2:1]([O:5][C:6]1[CH:11]=[CH:10][CH:9]=[CH:8][CH:7]=1)[CH:2]1[O:4][CH2:3]1.NC[CH2:14][CH2:15][NH:16][C:17]1[CH:25]=[CH:24][CH:23]=[C:22]2[C:18]=1[CH:19]=[N:20][NH:21]2.C[N:27]([CH3:30])[CH:28]=O.[OH2:31]>>[C:3]([O:4][CH:2]([CH2:30][NH:27][CH2:28][CH2:14][CH2:15][NH:16][C:17]1[CH:25]=[CH:24][CH:23]=[C:22]2[C:18]=1[CH:19]=[N:20][NH:21]2)[CH2:1][O:5][C:6]1[CH:7]=[CH:8][CH:9]=[CH:10][CH:11]=1)(=[O:31])[C:6]1[CH:11]=[CH:10][CH:9]=[CH:8][CH:7]=1. Reported procedure: 3.0 g. Phenyl glycidyl ether and 7.5 g. 4-(3-aminopropylamino)-indazole are dissolved in 10 ml. dimethylformamide at 60° C. and then left to stand for a day at ambient temperature. The reaction mixture is poured into water, extracted with methylene chloride, dried and purified chromatographically on silica gel in the manner described in Example 21. The viscous residue of the pure fractions (5.3 g.; 78% of theory) is dissolved in a little ethyl acetate, whereafter 2 g. benzoic acid are added ther... Reactants: CO, COC(=O)C1CN(C(=O)OC(C)(C)C)CCN1c1cccc(Cl)c1, [K+], [OH-]. Product: CC(C)(C)OC(=O)N1CCN(c2cccc(Cl)c2)C(C(=O)O)C1. RXN SMILES: [CH3:27][OH:28].[Cl:1][c:2]1[cH:3][c:4]([N:8]2[CH:9]([C:21](=[O:22])[O:23][CH3:24])[CH2:10][N:11]([C:14](=[O:15])[O:16][C:17]([CH3:18])([CH3:19])[CH3:20])[CH2:12][CH2:13]2)[cH:5][cH:6][cH:7]1.[K+:26].[OH-:25]>>[Cl:1][c:2]1[cH:3][c:4]([N:8]2[CH:9]([C:21](=[O:22])[OH:23])[CH2:10][N:11]([C:14](=[O:15])[O:16][C:17]([CH3:18])([CH3:19])[CH3:20])[CH2:12][CH2:13]2)[cH:5][cH:6][cH:7]1. Starting materials: Cl.FC1=C(CC2=CC3=C(C=N2)C(CN3)(C)C)C=CC=C1 (6-(2-fluoro-benzyl)-3,3-dimethyl-2,3-dihydro-1H-pyrrolo[3,2-c]pyridine hydrochloride), [Br-].C(#N)C=1C=C(C[Zn+])C=CC1 (3-cyanobenzylzinc bromide). Yields the product Cl.C(#N)C=1C=C(CC2=CC3=C(C=N2)C(CN3)(C)C)C=CC1 (6-(3-Cyano-benzyl)-3,3-dimethyl-2,3-dihydro-1H-pyrrolo[3,2-c]pyridine hydrochloride). Reaction SMILES: [ClH:1].F[C:3]1[CH:20]=[CH:19][CH:18]=[CH:17][C:4]=1[CH2:5][C:6]1[N:11]=[CH:10][C:9]2[C:12]([CH3:16])([CH3:15])[CH2:13][NH:14][C:8]=2[CH:7]=1.[Br-].[C:22](C1C=C(C=CC=1)C[Zn+])#[N:23]>>[ClH:1].[C:22]([C:20]1[CH:3]=[C:4]([CH:17]=[CH:18][CH:19]=1)[CH2:5][C:6]1[N:11]=[CH:10][C:9]2[C:12]([CH3:16])([CH3:15])[CH2:13][NH:14][C:8]=2[CH:7]=1)#[N:23] |f:0.1,2.3,4.5|. Procedure details: Prepared in an analogous manner to 6-(2-fluoro-benzyl)-3,3-dimethyl-2,3-dihydro-1H-pyrrolo[3,2-c]pyridine hydrochloride (Preparation 119) using 3-cyanobenzylzinc bromide instead of 2-fluorobenzylzinc chloride. MS: [M+H]+=264. Reaction SMILES: [Br-:19].[F:20][C:21]([c:22]1[cH:23][cH:24][c:25]([Mg+:28])[cH:26][cH:27]1)([F:29])[F:30].[c:1]1([CH:7]([N:8]2[CH2:9][C:10](=[O:12])[CH2:11]2)[c:13]2[cH:14][cH:15][cH:16][cH:17][cH:18]2)[cH:2][cH:3][cH:4][cH:5][cH:6]1>>[c:1]1([CH:7]([N:8]2[CH2:9][C:10]([OH:12])([c:25]3[cH:24][cH:23][c:22]([C:21]([F:20])([F:29])[F:30])[cH:27][cH:26]3)[CH2:11]2)[c:13]2[cH:14][cH:15][cH:16][cH:17][cH:18]2)[cH:2][cH:3][cH:4][cH:5][cH:6]1. The reactants are [Br-], FC(F)(F)c1ccc([Mg+])cc1, O=C1CN(C(c2ccccc2)c2ccccc2)C1. The product is OC1(c2ccc(C(F)(F)F)cc2)CN(C(c2ccccc2)c2ccccc2)C1.